Dataset: the Open Reaction Database (ORD), a public repository of structured organic reaction records. Task: describe an organic reaction: reactants, conditions, products, and yield Isolated yield 72.0%. Starting materials: FC1=CC(=C(OC2=C(C(=O)O)C(=CC=C2)OC)C=C1)NC(=O)NC=1SC=CN1 (2-[4-fluoro-2-(3-thiazol-2-yl-ureido)-phenoxy]-6-methoxy-benzoic acid), solution, CN (methyl amine), C1CCOC1 (THF). Procedure details: 2-[4-Fluoro-2-(3-thiazol-2-yl-ureido)-phenoxy]-6-methoxy-N-methyl-benzamide (150 mg, 72%) was prepared from 2-[4-fluoro-2-(3-thiazol-2-yl-ureido)-phenoxy]-6-methoxy-benzoic acid (201 mg, 0.5 mmol) and 1N solution of methyl amine in THF (0.5 mL, 0.5 mmol) following the general procedure K. Reaction SMILES: [F:1][C:2]1[CH:19]=[CH:18][C:5]([O:6][C:7]2[CH:15]=[CH:14][CH:13]=[C:12]([O:16][CH3:17])[C:8]=2[C:9](O)=[O:10])=[C:4]([NH:20][C:21]([NH:23][C:24]2[S:25][CH:26]=[CH:27][N:28]=2)=[O:22])[CH:3]=1.[CH3:29][NH2:30].C1COCC1>>[F:1][C:2]1[CH:19]=[CH:18][C:5]([O:6][C:7]2[CH:15]=[CH:14][CH:13]=[C:12]([O:16][CH3:17])[C:8]=2[C:9]([NH:30][CH3:29])=[O:10])=[C:4]([NH:20][C:21]([NH:23][C:24]2[S:25][CH:26]=[CH:27][N:28]=2)=[O:22])[CH:3]=1. The product is FC1=CC(=C(OC2=C(C(=O)NC)C(=CC=C2)OC)C=C1)NC(=O)NC=1SC=CN1 (2-[4-Fluoro-2-(3-thiazol-2-yl-ureido)-phenoxy]-6-methoxy-N-methyl-benzamide). Reactants: N1N=CC2=C(C=CC=C12)C=1N=C(C2=C(N1)C=C(S2)COC)N2CCOCC2 (2-(1H-indazol-4-yl)-6-(methoxymethyl)-4-morpholinothieno[3,2-d]pyrimidine), ClC=1N=C(C2=C(N1)C=C(S2)CO)N2CCOCC2 ((2-chloro-4-morpholin-4-yl-thieno[3,2-d]pyrimidin-6-yl)-methanol), C(C1=CC=CC=C1)Br (benzyl bromide). Yields the product ClC=1N=C(C2=C(N1)C=C(S2)COCC2=CC=CC=C2)N2CCOCC2 (2-chloro-6-benzyloxymethyl-4-morpholin-4-yl-thieno[3,2-d]pyrimidine). Reported procedure: Following the procedures for compound 314, (2-chloro-4-morpholin-4-yl-thieno[3,2-d]pyrimidin-6-yl)-methanol in DMF and sodium hydride was alkylated with benzyl bromide to give 2-chloro-6-benzyloxymethyl-4-morpholin-4-yl-thieno[3,2-d]pyrimidine. Suzuki coupling of 2-chloro-6-benzyloxymethyl-4-morpholin-4-yl-thieno[3,2-d]pyrimidine and 7 was carried out via General Procedure A. Purification using column chromatography gave 315. NMR: CDCl3: 3.88-3.94 (4 H, m, CH2), 4.09-4.14 (4 H, m, CH2), 4.69 (2 ... Reaction SMILES: N1[C:9]2[C:4](=[C:5](C3N=C(N4CCOCC4)C4SC(COC)=CC=4N=3)[CH:6]=[CH:7][CH:8]=2)[CH:3]=N1.[Cl:28][C:29]1[N:30]=[C:31]([N:40]2[CH2:45][CH2:44][O:43][CH2:42][CH2:41]2)[C:32]2[S:37][C:36]([CH2:38][OH:39])=[CH:35][C:33]=2[N:34]=1.C(Br)C1C=CC=CC=1>CN(C=O)C.[H-].[Na+]>[Cl:28][C:29]1[N:30]=[C:31]([N:40]2[CH2:41][CH2:42][O:43][CH2:44][CH2:45]2)[C:32]2[S:37][C:36]([CH2:38][O:39][CH2:3][C:4]3[CH:9]=[CH:8][CH:7]=[CH:6][CH:5]=3)=[CH:35][C:33]=2[N:34]=1 |f:4.5|. Solvent: CN(C)C=O (DMF), [H-].[Na+] (sodium hydride). The reactants are FC(C(=O)O)(F)F.C1(CCCCC1)COC1=CC=CC=2N(C(=NC21)COC2=CC=C(C=C2)Cl)CCCC2CCNCC2 (4-(cyclohexylmethoxy)-2-[(4-chlorophenoxy)methyl]-1-[3-(piperidin-4-yl)propyl]benzimidazole trifluoroacetate), C([O-])([O-])=O.[K+].[K+] (potassium carbonate), C1(=CC=CC=C1)CCCBr (3-phenylpropyl bromide). Solvent: CN(C=O)C (N,N-dimethylformamide). Reaction conditions: temperature 80 celsius, time 6 hour. The product is C1(CCCCC1)COC1=CC=CC=2N(C(=NC21)COC2=CC=C(C=C2)Cl)CCCC2CCN(CC2)CCCC2=CC=CC=C2 (4-(cyclohexylmethoxy)-2-[(4-chlorophenoxy)methyl]-1-[3-[1-(3-phenylpropyl)piperidin-4-yl]propyl]benzimidazole). As a reaction SMILES: FC(F)(F)C(O)=O.[CH:8]1([CH2:14][O:15][C:16]2[C:24]3[N:23]=[C:22]([CH2:25][O:26][C:27]4[CH:32]=[CH:31][C:30]([Cl:33])=[CH:29][CH:28]=4)[N:21]([CH2:34][CH2:35][CH2:36][CH:37]4[CH2:42][CH2:41][NH:40][CH2:39][CH2:38]4)[C:20]=3[CH:19]=[CH:18][CH:17]=2)[CH2:13][CH2:12][CH2:11][CH2:10][CH2:9]1.C(=O)([O-])[O-].[K+].[K+].[C:49]1([CH2:55][CH2:56][CH2:57]Br)[CH:54]=[CH:53][CH:52]=[CH:51][CH:50]=1>CN(C)C=O>[CH:8]1([CH2:14][O:15][C:16]2[C:24]3[N:23]=[C:22]([CH2:25][O:26][C:27]4[CH:28]=[CH:29][C:30]([Cl:33])=[CH:31][CH:32]=4)[N:21]([CH2:34][CH2:35][CH2:36][CH:37]4[CH2:38][CH2:39][N:40]([CH2:57][CH2:56][CH2:55][C:49]5[CH:54]=[CH:53][CH:52]=[CH:51][CH:50]=5)[CH2:41][CH2:42]4)[C:20]=3[CH:19]=[CH:18][CH:17]=2)[CH2:9][CH2:10][CH2:11][CH2:12][CH2:13]1 |f:0.1,2.3.4|. Procedure: A solution of 4-(cyclohexylmethoxy)-2-[(4-chlorophenoxy)methyl]-1-[3-(piperidin-4-yl)propyl]benzimidazole trifluoroacetate (0.29 mmol, 1 eq) in anhydrous N,N-dimethylformamide (2 ml) was treated with potassium carbonate (120 mg, 0.87 mmol, 3 eq) and 3-phenylpropyl bromide (87 mg, 0.43 mmol, 1.5 eq). The resulting mixture was stirred at 80° C. for six hours. The reaction was quenched by the addition of water (5 ml). The aqueous fraction was extracted with ethyl acetate (3×10 ml). The organic frac... The reactants are CN1C(C(C2=CC=CN=C12)(C)C)=C (1,3,3-trimethyl-2-methylene-1,7-diazaindane), N(=O)C1=C(C=C(C=C1OC)OC)O (2-nitroso-3,5-dimethoxyphenol). The solvent is CCOCC (ether), C(C)O (ethanol). Product: final product, CN1C2(C(C=3C1=NC=CC3)(C)C)OC3=C(N=C2)C(=CC(=C3)OC)OC (1',3'-Dihydro-1',3',3'-trimethyl-5,7-dimethoxyspiro-[2H-1,4-benzoxazine-2,2'-[2H] pyrrolo[2,3-b]pyridine]). RXN SMILES: [CH3:1][N:2]1[C:10]2[C:5](=[CH:6][CH:7]=[CH:8][N:9]=2)[C:4]([CH3:12])([CH3:11])[C:3]1=[CH2:13].[N:14]([C:16]1[C:21]([O:22][CH3:23])=[CH:20][C:19]([O:24][CH3:25])=[CH:18][C:17]=1[OH:26])=O>C(O)C.CCOCC>[CH3:1][N:2]1[C:10]2=[N:9][CH:8]=[CH:7][CH:6]=[C:5]2[C:4]([CH3:11])([CH3:12])[C:3]21[CH:13]=[N:14][C:16]1[C:21]([O:22][CH3:23])=[CH:20][C:19]([O:24][CH3:25])=[CH:18][C:17]=1[O:26]2. Procedure: Into a three-necked 100 milliliter round bottom flask was charged a solution of 0.8 grams of the thus prepared 1,3,3-trimethyl-2-methylene-1,7-diazaindane in 20 milliliters of absolute ethanol. The solution was heated under a nitrogen pad to 60°-65° C. and 0.84 grams of 2-nitroso-3,5-dimethoxyphenol added to the flask. The reaction mixture was maintained at temperature and refluxing for a total reaction time of about 26 hours. The ethanol was removed on a rotary evaporator and the resulting reac... Starting materials: C(C)OC(C(C)C1CCOCC1)=O (2-(Tetrahydro-pyran-4-yl)-propionic acid ethyl ester), [OH-].[Na+] (NaOH), Cl (HCl). The solvent is O1CCOCC1.O (dioxane water). Product: O1CCC(CC1)C(C(=O)O)C (2-(Tetrahydro-pyran-4-yl)-propionic acid). Isolated yield 94.3%. Reaction SMILES: C([O:3][C:4](=[O:13])[CH:5]([CH:7]1[CH2:12][CH2:11][O:10][CH2:9][CH2:8]1)[CH3:6])C.[OH-].[Na+].Cl>O1CCOCC1.O>[O:10]1[CH2:11][CH2:12][CH:7]([CH:5]([CH3:6])[C:4]([OH:13])=[O:3])[CH2:8][CH2:9]1 |f:1.2,4.5|. Procedure details: To a solution of (Tetrahydro-pyran-4-yl)-acetic acid ethyl ester (2.0 g, 11.6 mmol) in 50 mL of THF at −78° C. LDA (1.0 M, 17.4 mL, 34.8 mmol) is added dropwise. The solution is stirred for 0.5 h and treated with HMPA (3.2 mL, 9.3 mmol) and MeI (4.94 g, 34.8 mmol). The reaction mixture is stirred at the same temperature for 0.5 h and for 1.5 h at 0° C., acidified with aqueous 1 N aqueous HCl solution, and extracted twice with ether (2×40 mL). The organic phase is washed with saturated aqueous Na...